From a dataset of the Open Reaction Database (ORD), a public repository of structured organic reaction records. describe an organic reaction: reactants, conditions, products, and yield Reactants: COC=1C=C2C(=NC=NC2=CC1OC)C1CCNCC1 (6,7-dimethoxy-4-piperidin-4-yl-quinazoline), N(=C=O)C1=CC=C(C=C1)C (1-isocyanato-4-methyl-benzene). Run in CN(C)C=O (DMF). Product: C1(=CC=C(C=C1)NC(=O)N1CCC(CC1)C1=NC=NC2=CC(=C(C=C12)OC)OC)C (4-(6,7-Dimethoxy-quinazolin-4-yl)-piperidine-1-carboxylic acid p-tolylamide). Isolated yield 84.2%. RXN SMILES: [CH3:1][O:2][C:3]1[CH:4]=[C:5]2[C:10](=[CH:11][C:12]=1[O:13][CH3:14])[N:9]=[CH:8][N:7]=[C:6]2[CH:15]1[CH2:20][CH2:19][NH:18][CH2:17][CH2:16]1.[N:21]([C:24]1[CH:29]=[CH:28][C:27]([CH3:30])=[CH:26][CH:25]=1)=[C:22]=[O:23]>CN(C=O)C>[C:27]1([CH3:30])[CH:28]=[CH:29][C:24]([NH:21][C:22]([N:18]2[CH2:19][CH2:20][CH:15]([C:6]3[C:5]4[C:10](=[CH:11][C:12]([O:13][CH3:14])=[C:3]([O:2][CH3:1])[CH:4]=4)[N:9]=[CH:8][N:7]=3)[CH2:16][CH2:17]2)=[O:23])=[CH:25][CH:26]=1. Procedure: A solution of 6,7-dimethoxy-4-piperidin-4-yl-quinazoline (20 mg, 0.0733 mmol), as prepared in Example 1d, in DMF (1 mL) was treated with 1-isocyanato-4-methyl-benzene (15 mg, 0.113 mmol) at RT overnight. The reaction was then partitioned between EtOAc (10 mL) and H2O (10 mL). The organic phase was dried over Na2SO4 and concentrated in vacuo. Purification by prep tlc (1:9 MeOH/DCM) afforded the title compound as a brown solid (25.1 mg, 84%). 1H NMR (300 MHz, CDCl3) δ 9.09 (s, 1H), 7.26-7.21 (m, 3...